Task: describe an organic reaction: reactants, conditions, products, and yield. Dataset: the Open Reaction Database (ORD), a public repository of structured organic reaction records Reactants: [Al+3], [H-], [H-], [H-], [H-], [Li+], CCOC(=O)C1(C(O)c2ccccc2Cl)CCCC1. The product is OCC1(C(O)c2ccccc2Cl)CCCC1. As a reaction SMILES: [Al+3:2].[H-:1].[H-:4].[H-:5].[H-:6].[Li+:3].[OH:7][CH:8]([C:9]1([C:14](=[O:15])[O:16][CH2:17][CH3:18])[CH2:10][CH2:11][CH2:12][CH2:13]1)[c:19]1[c:20]([Cl:25])[cH:21][cH:22][cH:23][cH:24]1>>[OH:7][CH:8]([C:9]1([CH2:14][OH:15])[CH2:10][CH2:11][CH2:12][CH2:13]1)[c:19]1[c:20]([Cl:25])[cH:21][cH:22][cH:23][cH:24]1. The reactants are ClCCC#N (3-chloropropionitrile), N1C=NC=C1 (imidazole), [H-].[Na+] (sodium hydride). The product is C(#N)CCN1C=NC=C1 (1-(2-cyanoethyl)imidazole). As a reaction SMILES: Cl[CH2:2][CH2:3][C:4]#[N:5].[NH:6]1[CH:10]=[CH:9][N:8]=[CH:7]1.[H-].[Na+]>>[C:4]([CH2:3][CH2:2][N:6]1[CH:10]=[CH:9][N:8]=[CH:7]1)#[N:5] |f:2.3|. Procedure: Using 2.35 ml of 3-chloropropionitrile, 2.0 g of imidazole and 1.3 g of sodium hydride (60%), 3.2 g of 1-(2-cyanoethyl)imidazole was obtained by the same manner as the procedure of Reference Example 2.